Dataset: the Open Reaction Database (ORD), a public repository of structured organic reaction records. Task: describe an organic reaction: reactants, conditions, products, and yield Starting materials: CO, Cl, [Li+], COC(=O)c1cc(I)c(N)nc1OC, [OH-], O. Yields the product COc1nc(N)c(I)cc1C(=O)O. Reaction SMILES: [CH3:18][OH:19].[ClH:17].[Li+:15].[NH2:1][c:2]1[c:3]([I:14])[cH:4][c:5]([C:10](=[O:11])[O:12][CH3:13])[c:6]([O:8][CH3:9])[n:7]1.[OH-:16].[OH2:20]>>[NH2:1][c:2]1[c:3]([I:14])[cH:4][c:5]([C:10](=[O:11])[OH:12])[c:6]([O:8][CH3:9])[n:7]1. The reactants are Cc1ccc(Oc2cccc(C#N)c2)nc1, Cc1ncccc1Oc1ncccc1C#N. Product: Cc1ncccc1Oc1ncccc1CN. RXN SMILES: [CH3:17][c:18]1[cH:19][cH:20][c:21]([O:22][c:23]2[cH:24][c:25]([C:29]#[N:30])[cH:26][cH:27][cH:28]2)[n:31][cH:32]1.[CH3:1][c:2]1[n:3][cH:4][cH:5][cH:6][c:7]1[O:8][c:9]1[c:10]([C:11]#[N:12])[cH:13][cH:14][cH:15][n:16]1>>[CH3:1][c:2]1[n:3][cH:4][cH:5][cH:6][c:7]1[O:8][c:9]1[c:10]([CH2:11][NH2:12])[cH:13][cH:14][cH:15][n:16]1. The reactants are OO (hydrogen peroxide), NC(=CC(NCC1CC1)=S)C1=CC=C(CN)C=C1 (4-[1-amino-2-(cyclopropylmethyl-thiocarbamoyl)-vinyl]-benzylamine). The solvent is CO (methanol). Conditions: time 16 hour. Yields the product C1(CC1)CNC1=CC(=NS1)C1=CC=C(CN)C=C1 (4-[5-(Cyclopropylmethyl-amino)-isothiazol-3-yl]-benzylamine). Yield: 46.0%. Reaction SMILES: OO.[NH2:3][C:4]([C:13]1[CH:20]=[CH:19][C:16]([CH2:17][NH2:18])=[CH:15][CH:14]=1)=[CH:5][C:6](=[S:12])[NH:7][CH2:8][CH:9]1[CH2:11][CH2:10]1>CO>[CH:9]1([CH2:8][NH:7][C:6]2[S:12][N:3]=[C:4]([C:13]3[CH:14]=[CH:15][C:16]([CH2:17][NH2:18])=[CH:19][CH:20]=3)[CH:5]=2)[CH2:11][CH2:10]1. Procedure: Add 30% hydrogen peroxide solution (0.13 mL, 1.1 mmol) to a solution of 4-[1-amino-2-(cyclopropylmethyl-thiocarbamoyl)-vinyl]-benzylamine (150 mg, 0.57 mmol) in methanol (5 mL). Stir the solution for 16 h at room temperature. Quench the reaction with aqueous saturated sodium hydrogensulfite (1 mL). Extract the mixture with EtOAc (2×30 mL), collect the organic layer and concentrate in vacuo. Purify the residue by chromatography on silica gel (4 g) eluting with DCM/ammonia in methanol (97:3) to ob... Reactants: BrC1=C(C=C(C=C1)OC)F (1-bromo-2-fluoro-4-methoxybenzene), [Li]CCCC (n-BuLi), FC(C(=O)OCC)F (ethyl difluoroacetate). Solvent: CCOCC (Et2O). Conditions: temperature -78 celsius, time 2 hour. Product: FC(C(=O)C1=C(C=C(C=C1)OC)F)F (2,2-difluoro-1-(2-fluoro-4-methoxyphenyl)ethanone). As a reaction SMILES: Br[C:2]1[CH:7]=[CH:6][C:5]([O:8][CH3:9])=[CH:4][C:3]=1[F:10].[Li]CCCC.[F:16][CH:17]([F:23])[C:18](OCC)=[O:19]>CCOCC>[F:16][CH:17]([F:23])[C:18]([C:2]1[CH:7]=[CH:6][C:5]([O:8][CH3:9])=[CH:4][C:3]=1[F:10])=[O:19]. Reported procedure: To 1-bromo-2-fluoro-4-methoxybenzene (123 g, 0.6 mol) in 1300 mL Et2O at −78° C. was added n-BuLi (276 mL, 2.5 M) dropwise. After stirring at −78° C. for 2 hours, ethyl difluoroacetate (82.6 g, 0.67 mol) was added dropwise at −78° C. The reaction was stirred overnight at 25° C., and was quenched with saturated ammonium chloride solution at −20° C., followed by 1N HCl (final pH=4). The organic layer was separated and aqueous layer was extracted with Et2O. The combined extracts were dried over MgS... Procedure details: In 500 ml of ethanol were dissolved 14.7 g of isatin and 10.6 g of triethyl orthoformate, and 100 mg of camphorsulfonic acid was added thereto. The mixture was heated under reflux for 12 hours, followed by concentration. To the residue was added chloroform, and the mixture was washed with saturated aqueous sodium hydrogencarbonate. The organic layer was dried over anhydrous sodium sulfate and concentrated. The resulting crude product was purified by silica gel column chromatography (chloroform/e... Product: C(C)OC1(C(NC2=CC=CC=C12)=O)OCC (3,3-Diethoxyindolin-2-one). The solvent is C(C)O (ethanol). Reaction SMILES: [NH:1]1[C:11]2[C:6](=[CH:7][CH:8]=[CH:9][CH:10]=2)C(=O)[C:2]1=[O:3].[CH:12]([O:19][CH2:20][CH3:21])([O:16][CH2:17][CH3:18])OCC>C(O)C.C12(CS(O)(=O)=O)C(C)(C)C(CC1)CC2=O>[CH2:20]([O:19][C:12]1([O:16][CH2:17][CH3:18])[C:6]2[C:11](=[CH:10][CH:9]=[CH:8][CH:7]=2)[NH:1][C:2]1=[O:3])[CH3:21]. Isolated yield 128.9%. The reactants are N1C(=O)C(=O)C2=CC=CC=C12 (isatin), C(OCC)(OCC)OCC (triethyl orthoformate). The reagents and catalysts are C12(C(=O)CC(CC1)C2(C)C)CS(=O)(=O)O (camphorsulfonic acid).